This data is from the Open Reaction Database (ORD), a public repository of structured organic reaction records. The task is: describe an organic reaction: reactants, conditions, products, and yield Reactants: CO, CCOC(C)=O, Cl, COC(=O)Cc1cc2ccsc2c(OC)c1F, [Na+], [OH-], O. Yields the product COc1c(F)c(CC(=O)O)cc2ccsc12. As a reaction SMILES: [CH3:22][OH:23].[CH3:24][CH2:25][O:26][C:27](=[O:28])[CH3:29].[ClH:21].[F:1][c:2]1[c:3]([CH2:13][C:14](=[O:15])[O:16][CH3:17])[cH:4][c:5]2[c:6]([s:7][cH:8][cH:9]2)[c:10]1[O:11][CH3:12].[Na+:19].[OH-:18].[OH2:20]>>[F:1][c:2]1[c:3]([CH2:13][C:14](=[O:15])[OH:16])[cH:4][c:5]2[c:6]([s:7][cH:8][cH:9]2)[c:10]1[O:11][CH3:12]. The reactants are COC(COC=1C2=C(N=C(N1)SC)N(C(=C2)CC)CC2=CC(=CC=C2)F)=O ([[2-(methylthio)-6-ethyl-7-[(3-fluorophenyl)methyl]-7H-pyrrolo[2,3-d]pyrimidin-4-yl]oxy]acetic acid methyl ester), C(C(=O)Cl)(=O)Cl (oxalyl chloride), N1=CC=CC=C1 (pyridine). The solvent is C(Cl)(Cl)Cl (chloroform). Reaction conditions: time 2 day. Product: COC(COC=1C2=C(N=C(N1)SC)N(C(=C2C(C(=O)N)=O)CC)CC2=CC(=CC=C2)F)=O ([[2-(methylthio)-5-(aminooxoacetyl)-6-ethyl-7-[(3-fluorophenyl)methyl]-7H-pyrrolo[2,3-d]pyrimidin-4-yl]oxy]acetic acid methyl ester). The yield is 73.0%. RXN SMILES: [CH3:1][O:2][C:3](=[O:27])[CH2:4][O:5][C:6]1[C:7]2[CH:16]=[C:15]([CH2:17][CH3:18])[N:14]([CH2:19][C:20]3[CH:25]=[CH:24][CH:23]=[C:22]([F:26])[CH:21]=3)[C:8]=2[N:9]=[C:10]([S:12][CH3:13])[N:11]=1.[C:28](Cl)(=[O:32])[C:29](Cl)=[O:30].[N:34]1C=CC=CC=1>C(Cl)(Cl)Cl>[CH3:1][O:2][C:3](=[O:27])[CH2:4][O:5][C:6]1[C:7]2[C:16]([C:28](=[O:32])[C:29]([NH2:34])=[O:30])=[C:15]([CH2:17][CH3:18])[N:14]([CH2:19][C:20]3[CH:25]=[CH:24][CH:23]=[C:22]([F:26])[CH:21]=3)[C:8]=2[N:9]=[C:10]([S:12][CH3:13])[N:11]=1. Reported procedure: To a solution of 300 mg (0.770 mmol) of [[2-(methylthio)-6-ethyl-7-[(3-fluorophenyl)methyl]-7H-pyrrolo[2,3-d]pyrimidin-4-yl]oxy]acetic acid methyl ester in 5 mL of chloroform was added 0.21 mL of oxalyl chloride followed by 0.09 mL of pyridine. The reaction was stirred for 2 days at ambient temperature then quenched into 4.0 mL of dilute ammonium hydroxide. The product was extracted into 4.0 mL of methylene chloride. The organic phase was washed with water, dried with sodium sulfate and concentr...